From a dataset of the Open Reaction Database (ORD), a public repository of structured organic reaction records. describe an organic reaction: reactants, conditions, products, and yield Reactants: CC(=CC[C@H](C1=CC(=O)C=2C(=CC=C(C2C1=O)O)O)O)C (shikonin), C1(CCCCC1)N=C=NC1CCCCC1 (dicyclohexylcarbodiimide), ClCC(=O)O (monochloroacetic acid). The reagents and catalysts are CN(C1=CC=NC=C1)C (4-dimethylaminopyridine). The solvent is ClCCl (dichloromethane). Conditions: time 30 minute. Yields the product ClCC(=O)OC(CC=C(C)C)C=1C(C2=C(C=CC(=C2C(C1)=O)O)O)=O (2-(1-monochloroacetyloxy-4-methyl-3-pentenyl)-5,8-dihydroxy-1,4-naphthoquinone). Isolated yield 59.8%. RXN SMILES: [CH3:1][C:2]([CH3:21])=[CH:3][CH2:4][C@@H:5]([OH:20])[C:6]1[C:16](=[O:17])[C:15]2[C:14]([OH:18])=[CH:13][CH:12]=[C:11]([OH:19])[C:10]=2[C:8](=[O:9])[CH:7]=1.C1(N=C=NC2CCCCC2)CCCCC1.[Cl:37][CH2:38][C:39](O)=[O:40]>CN(C)C1C=CN=CC=1.ClCCl>[Cl:37][CH2:38][C:39]([O:20][CH:5]([C:6]1[C:16](=[O:17])[C:15]2[C:10]([C:8](=[O:9])[CH:7]=1)=[C:11]([OH:19])[CH:12]=[CH:13][C:14]=2[OH:18])[CH2:4][CH:3]=[C:2]([CH3:21])[CH3:1])=[O:40]. Procedure details: 288 mg (1 mmole) of shikonin, 226 mg (1.1 mmole) of dicyclohexylcarbodiimide and 30 mg (0.25 mmole) of 4-dimethylaminopyridine were dissolved in 3ml of dry dichloromethane. To the resulting solution was added 94.5 mg (1 mmole) of monochloroacetic acid at 0° C. under nitrogen gas, and the mixture was stirred for 30 minutes and then at room temperature for further 3 hours. The resulting product was separated and purified according to the procedure as described in Example 1 to obtain 218 mg (Yield:... Isolated yield 89.1%. Reactants: BrCC1=CC(=NN1C)[N+](=O)[O-] (5-(bromomethyl)-1-methyl-3-nitro-1H-pyrazole), C[O-].[Na+] (sodium methoxide). Reported procedure: A 250-mL single-neck round-bottomed flask equipped with a magnetic stirrer and a reflux condenser was charged with 5-(bromomethyl)-1-methyl-3-nitro-1H-pyrazole (8.8 g, 40 mmol), sodium methoxide (4.3 g, 80 mmol), and methanol (50 mL). The reaction mixture was heated at reflux for 2 h. After this time the reaction was cooled to room temperature and concentrated under reduced pressure. The residue was partitioned between ethyl acetate (60 mL) and water (60 mL). The aqueous layer was separated and ... The product is COCC1=CC(=NN1C)[N+](=O)[O-] (5-(Methoxymethyl)-1-methyl-3-nitro-1H-pyrazole). Reaction SMILES: Br[CH2:2][C:3]1[N:7]([CH3:8])[N:6]=[C:5]([N+:9]([O-:11])=[O:10])[CH:4]=1.[CH3:12][O-:13].[Na+]>CO>[CH3:12][O:13][CH2:2][C:3]1[N:7]([CH3:8])[N:6]=[C:5]([N+:9]([O-:11])=[O:10])[CH:4]=1 |f:1.2|. Solvent: CO (methanol). Starting materials: CCOCC, CN(C)C=O, O=S(=O)=O, O=C(Cc1ccccc1)NC1CNC1=O, c1ccncc1. The product is O=C(Cc1ccccc1)NC1CN(S(=O)(=O)[O-])C1=O, c1cc[nH+]cc1. RXN SMILES: [CH3:26][CH2:27][O:28][CH2:29][CH3:30].[CH3:31][N:32]([CH3:33])[CH:34]=[O:35].[S:16](=[O:17])(=[O:18])=[O:19].[c:1]1([CH2:7][C:8](=[O:9])[NH:10][CH:11]2[C:12](=[O:15])[NH:13][CH2:14]2)[cH:2][cH:3][cH:4][cH:5][cH:6]1.[n:20]1[cH:21][cH:22][cH:23][cH:24][cH:25]1>>[c:1]1([CH2:7][C:8](=[O:9])[NH:10][CH:11]2[C:12](=[O:15])[N:13]([S:16](=[O:17])(=[O:18])[O-:19])[CH2:14]2)[cH:2][cH:3][cH:4][cH:5][cH:6]1.[nH+:20]1[cH:21][cH:22][cH:23][cH:24][cH:25]1. The reactants are BrC=1C=CC(=C(C=O)C1)F (5-bromo-2-fluorobenzaldehyde), CN(C=O)C (dimethylformamide). The reagents and catalysts are [C-]#N.[Zn+2].[C-]#N (zinc cyanide), C1=CC=C(C=C1)P(C2=CC=CC=C2)C3=CC=CC=C3.C1=CC=C(C=C1)P(C2=CC=CC=C2)C3=CC=CC=C3.C1=CC=C(C=C1)P(C2=CC=CC=C2)C3=CC=CC=C3.C1=CC=C(C=C1)P(C2=CC=CC=C2)C3=CC=CC=C3.[Pd] (tetrakis(triphenylphosphine)palladium(O)). Run in C(C)(=O)OCC (ethyl acetate). Run at temperature 80 celsius, time 6 hour. Yields the product C(#N)C=1C=CC(=C(C=O)C1)F (5-cyano-2-fluorobenzaldehyde). RXN SMILES: Br[C:2]1[CH:3]=[CH:4][C:5]([F:10])=[C:6]([CH:9]=1)[CH:7]=[O:8].[CH3:11][N:12](C)C=O>C(OCC)(=O)C.[C-]#N.[Zn+2].[C-]#N.C1C=CC(P(C2C=CC=CC=2)C2C=CC=CC=2)=CC=1.C1C=CC(P(C2C=CC=CC=2)C2C=CC=CC=2)=CC=1.C1C=CC(P(C2C=CC=CC=2)C2C=CC=CC=2)=CC=1.C1C=CC(P(C2C=CC=CC=2)C2C=CC=CC=2)=CC=1.[Pd]>[C:11]([C:2]1[CH:3]=[CH:4][C:5]([F:10])=[C:6]([CH:9]=1)[CH:7]=[O:8])#[N:12] |f:3.4.5,6.7.8.9.10|. Reported procedure: To a solution of 5-bromo-2-fluorobenzaldehyde (10 g) in dimethylformamide (60 mL) were added zinc cyanide (6.92 g) and tetrakis(triphenylphosphine)palladium(O) (2.28 g), and the mixture was stirred at 80° C. for 6 hours. The resulting mixture was diluted with ethyl acetate and washed successively with water and brine. The organic layer was dried over sodium sulfate and evaporated in vacuo. The residue was subjected to a silica gel column chromatography eluting with a mixture of hexane and ethyl ...